This data is from the Open Reaction Database (ORD), a public repository of structured organic reaction records. The task is: describe an organic reaction: reactants, conditions, products, and yield Starting materials: CC(C)(C)c1cccc(NC(=O)C2CCc3ccc(Oc4ccnc(-c5nnn[nH]5)c4)cc3C2)c1, O=C([O-])[O-], CI, CC(C)=O, [K+], [K+], O. The product is Cn1nnnc1-c1cc(Oc2ccc3c(c2)CC(C(=O)Nc2cccc(C(C)(C)C)c2)CC3)ccn1. RXN SMILES: [C:1]([CH3:2])([CH3:3])([CH3:4])[c:5]1[cH:6][c:7]([NH:11][C:12](=[O:13])[CH:14]2[CH2:15][c:16]3[cH:17][c:18]([O:24][c:25]4[cH:26][c:27](-[c:31]5[n:32][n:33][n:34][nH:35]5)[n:28][cH:29][cH:30]4)[cH:19][cH:20][c:21]3[CH2:22][CH2:23]2)[cH:8][cH:9][cH:10]1.[C:36](=[O:37])([O-:38])[O-:39].[CH3:42][I:43].[CH3:44][C:45](=[O:46])[CH3:47].[K+:40].[K+:41].[OH2:48]>>[C:1]([CH3:2])([CH3:3])([CH3:4])[c:5]1[cH:6][c:7]([NH:11][C:12](=[O:13])[CH:14]2[CH2:15][c:16]3[cH:17][c:18]([O:24][c:25]4[cH:26][c:27](-[c:31]5[n:32][n:33][n:34][n:35]5[CH3:36])[n:28][cH:29][cH:30]4)[cH:19][cH:20][c:21]3[CH2:22][CH2:23]2)[cH:8][cH:9][cH:10]1. As a reaction SMILES: F[C:2]1[N:7]=[C:6]([C:8]([NH:10][NH2:11])=[O:9])[CH:5]=[CH:4][CH:3]=1.[CH3:12]C1C=CC(C(O)=O)=NC=1.FC1N=C(C(O)=O)C=CC=1>>[CH3:12][C:3]1[CH:4]=[CH:5][C:6]([C:8]([NH:10][NH2:11])=[O:9])=[N:7][CH:2]=1. Yields the product CC=1C=CC(=NC1)C(=O)NN (5-Methyl-2-pyridinecarbohydrazide). Procedure: 5-Methyl-2-pyridinecarbohydrazide was prepared in a manner analogous to that described above for 6-fluoro-2-pyridinecarbohydrazide (I23) but using 5-methyl-2-pyridinecarboxylic acid (5-methylpicolinic acid, CAS [4434-13-3], commercially available e.g. from Allichem or Ryan Scientific) in the place of 6-fluoro-2-pyridinecarboxylic acid. Starting materials: FC1=CC=CC(=N1)C(=O)NN (6-fluoro-2-pyridinecarbohydrazide), FC1=CC=CC(=N1)C(=O)O (6-fluoro-2-pyridinecarboxylic acid), CC=1C=CC(=NC1)C(=O)O (5-methyl-2-pyridinecarboxylic acid), CC=1C=CC(=NC1)C(=O)O (5-methylpicolinic acid). Starting materials: cuprous cyanide, [C-]#N.[K+] (potassium cyanide), O (water), NC1=CC=C2CC(C(C2=C1)C=1C(=NC=NC1)SC)(C)C (5-(6-amino-2,2-dimethylindan-1-yl)-4-methylthiopyrimidine), F[B-](F)(F)F.N#[O+] (nitrosonium tetrafluoroborate). The solvent is CS(=O)C (dimethyl sulfoxide), C(C)#N (acetonitrile). Conditions: temperature 40 celsius. Yields the product C(#N)C1=CC=C2CC(C(C2=C1)C=1C(=NC=NC1)SC)(C)C (5-(6-Cyano-2,2-dimethylindan-1-yl)-4-methylthiopyrimidine). Reaction SMILES: N[C:2]1[CH:10]=[C:9]2[C:5]([CH2:6][C:7]([CH3:20])([CH3:19])[CH:8]2[C:11]2[C:12]([S:17][CH3:18])=[N:13][CH:14]=[N:15][CH:16]=2)=[CH:4][CH:3]=1.F[B-](F)(F)F.N#[O+].[C-:28]#[N:29].[K+].O>C(#N)C.CS(C)=O>[C:28]([C:2]1[CH:10]=[C:9]2[C:5]([CH2:6][C:7]([CH3:19])([CH3:20])[CH:8]2[C:11]2[C:12]([S:17][CH3:18])=[N:13][CH:14]=[N:15][CH:16]=2)=[CH:4][CH:3]=1)#[N:29] |f:1.2,3.4|. Procedure: To a mixture of 1.0 g (3.5 mmol) of 5-(6-amino-2,2-dimethylindan-1-yl)-4-methylthiopyrimidine in 25 mL of dry acetonitrile was added with stirring 1.0 g (7.0 mmol) of nitrosonium tetrafluoroborate. The brown solution was allowed to react for 10 min and was then poured, with stirring, into a solution of 2.5 g (28 mmol) of cuprous cyanide and 3.0 g (47 mmol) of potassium cyanide in 150 mL of dry dimethyl sulfoxide. The resulting mixture was heated to 40° C. to form a solution and this solution was...